From a dataset of the Open Reaction Database (ORD), a public repository of structured organic reaction records. describe an organic reaction: reactants, conditions, products, and yield The reactants are C(=O)(O)CC1=CC=C(N\C(\CC)=C\2/C(NC3=CC(=C(C=C23)OC)OC)=O)C=C1 (3-(Z)-{1-[4-(carboxymethyl)-anilino]-1-ethyl-methylidene}-5,6-dimethoxy-2-indolinone), [NH4+].ON1C(CCC1=O)=O (N-hydroxy-succinimide-ammonium salt). The product is NC(=O)CC1=CC=C(N\C(\CC)=C\2/C(NC3=CC(=C(C=C23)OC)OC)=O)C=C1 (3-(Z)-{1-[4-(aminocarbonylmethyl)-anilino]-1-ethyl-methylidene}-5,6-dimethoxy-2-indolinone). RXN SMILES: [C:1]([CH2:4][C:5]1[CH:28]=[CH:27][C:8]([NH:9]/[C:10](=[C:13]2\[C:14](=[O:26])[NH:15][C:16]3[C:21]\2=[CH:20][C:19]([O:22][CH3:23])=[C:18]([O:24][CH3:25])[CH:17]=3)/[CH2:11][CH3:12])=[CH:7][CH:6]=1)([OH:3])=O.[NH4+].O[N:31]1C(=O)CCC1=O>>[NH2:31][C:1]([CH2:4][C:5]1[CH:28]=[CH:27][C:8]([NH:9]/[C:10](=[C:13]2\[C:14](=[O:26])[NH:15][C:16]3[C:21]\2=[CH:20][C:19]([O:22][CH3:23])=[C:18]([O:24][CH3:25])[CH:17]=3)/[CH2:11][CH3:12])=[CH:7][CH:6]=1)=[O:3] |f:1.2|. Procedure: Prepared from 3-(Z)-{1-[4-(carboxymethyl)-anilino]-1-ethyl-methylidene}-5,6-dimethoxy-2-indolinone and N-hydroxy-succinimide-ammonium salt Reactants: BrCC1=C(C=C(C=C1)S(=O)(=O)C)Cl (1-bromomethyl-2-chloro-4-methanesulfonyl-benzene), FC1=C(C=C(C=O)C=C1)C(F)(F)F (4-fluoro-3-trifluoromethylbenzaldehyde), C(C)S(=O)[O-].[Na+] (sodium ethanesulfinate). The product is BrCC1=C(C=C(C=C1)S(=O)(=O)CC)C(F)(F)F (1-Bromomethyl-4-ethanesulfonyl-2-trifluoromethyl-benzene). RXN SMILES: [Br:1][CH2:2][C:3]1[CH:8]=[CH:7][C:6]([S:9]([CH3:12])(=[O:11])=[O:10])=[CH:5][C:4]=1Cl.FC1C=CC(C=O)=CC=1[C:23]([F:26])([F:25])[F:24].[CH2:27](S([O-])=O)C.[Na+]>>[Br:1][CH2:2][C:3]1[CH:8]=[CH:7][C:6]([S:9]([CH2:12][CH3:27])(=[O:11])=[O:10])=[CH:5][C:4]=1[C:23]([F:26])([F:25])[F:24] |f:2.3|. Procedure: The titled compound is prepared analogously to 1-bromomethyl-2-chloro-4-methanesulfonyl-benzene by replacing 2-chloro-4-fluorobenzaldehyde (step 90a) with 4-fluoro-3-trifluoromethylbenzaldehyde and by replacing sodium methanesulfinate with sodium ethanesulfinate. Starting materials: IC1=CC=C(C(=O)N[C@@H](CCC(=O)OCC)C(=O)OCC)C=C1 (diethyl N-(4-iodobenzoyl)glutamate), C(C(C)(C)C)(=O)NC=1N=C(C2=C(N1)N=CC(=C2)C=CCOC2OCCCC2)O (2-pivaloylamino-4-hydroxy-6-(3-tetrahydropyr-2-yloxyprop-1-en-1-yl)-pyrido[2,3-d]pyrimidine), IC1=CC=C(C(=O)N[C@@H](CCC(=O)OCC)C(=O)OCC)C=C1 (diethyl N-(4-iodobenzoyl)glutamate), CC1=C(C=CC=C1)P(C1=C(C=CC=C1)C)C1=C(C=CC=C1)C (tris(2-methylphenyl)phosphine), cuprous iodide. Reagents/catalysts: C(C)(=O)[O-].[Pd+2].C(C)(=O)[O-] (palladium acetate). Run in C(C)N(CC)CC (triethylamine), C(C)#N (acetonitrile). Run at time 12 hour. The product is O1C(CCCC1)OCC(=CC1=CC2=C(N=C(N=C2O)NC(C(C)(C)C)=O)N=C1)C1=CC=C(C(=O)N[C@@H](CCC(=O)OCC)C(=O)OCC)C=C1 (diethyl N-[4-{1-(tetrahydropyr-2-yloxy)-3-(2-pivaloylamino-4-hydroxypyrido[2,3-d]pyrimidin-6-yl)prop-2-en-2-yl}benzoyl]glutamate). RXN SMILES: [C:1]([NH:7][C:8]1[N:9]=[C:10]([OH:28])[C:11]2[CH:17]=[C:16]([CH:18]=[CH:19][CH2:20][O:21][CH:22]3[CH2:27][CH2:26][CH2:25][CH2:24][O:23]3)[CH:15]=[N:14][C:12]=2[N:13]=1)(=[O:6])[C:2]([CH3:5])([CH3:4])[CH3:3].I[C:30]1[CH:51]=[CH:50][C:33]([C:34]([NH:36][C@H:37]([C:45]([O:47][CH2:48][CH3:49])=[O:46])[CH2:38][CH2:39][C:40]([O:42][CH2:43][CH3:44])=[O:41])=[O:35])=[CH:32][CH:31]=1.CC1C=CC=CC=1P(C1C=CC=CC=1C)C1C=CC=CC=1C>C(N(CC)CC)C.C(#N)C.C([O-])(=O)C.[Pd+2].C([O-])(=O)C>[O:23]1[CH2:24][CH2:25][CH2:26][CH2:27][CH:22]1[O:21][CH2:20][C:19]([C:30]1[CH:51]=[CH:50][C:33]([C:34]([NH:36][C@H:37]([C:45]([O:47][CH2:48][CH3:49])=[O:46])[CH2:38][CH2:39][C:40]([O:42][CH2:43][CH3:44])=[O:41])=[O:35])=[CH:32][CH:31]=1)=[CH:18][C:16]1[CH:15]=[N:14][C:12]2[N:13]=[C:8]([NH:7][C:1](=[O:6])[C:2]([CH3:4])([CH3:5])[CH3:3])[N:9]=[C:10]([OH:28])[C:11]=2[CH:17]=1 |f:5.6.7|. Procedure details: A mixture containing 3.48 g (9 mm) of 2-pivaloylamino-4-hydroxy-6-(3-tetrahydropyr-2-yloxyprop-1-en-1-yl)-pyrido[2,3-d]pyrimidine, 3.12 g, (1.2 equiv.) of diethyl N-(4-iodobenzoyl)glutamate, 546 mg (20%) of tris(2-methylphenyl)phosphine, 201 mg (10%) of palladium acetate and 85.5 mg (5%) of cuprous iodide in 15 ml of triethylamine and 240 ml of acetonitrile was heated at reflux under nitrogen. After 12 hours., 1.17 g of diethyl N-(4-iodobenzoyl)glutamate was added and the reaction mixture was he... Starting materials: CN(C(\C=C\C=1N=CN(C1C)C(C1=CC=CC=C1)(C1=CC=CC=C1)C1=CC=CC=C1)=O)C ((E)-N,N-dimethyl-3-[5-methyl-1-(triphenylmethyl)-1H-imidazol-4-yl]-2-propenamide), Cl (hydrogen chloride), CCOCC (ether). Reagents/catalysts: [Pd]=O (palladium oxide). Solvent: C(C)O (ethanol), C(C)O (ethanol). Run at time 72 hour. Yields the product Cl.Cl.CN(C(CCC=1N=CNC1C)=O)C (N,N-Dimethyl-3-(5-methyl-1H-imidazol-4-yl)propanamide dihydrochloride). As a reaction SMILES: [CH3:1][N:2]([CH3:32])[C:3](=[O:31])/[CH:4]=[CH:5]/[C:6]1[N:7]=[CH:8][N:9](C(C2C=CC=CC=2)(C2C=CC=CC=2)C2C=CC=CC=2)[C:10]=1[CH3:11].[ClH:33].CCOCC>C(O)C.[Pd]=O>[ClH:33].[ClH:33].[CH3:32][N:2]([CH3:1])[C:3](=[O:31])[CH2:4][CH2:5][C:6]1[N:7]=[CH:8][NH:9][C:10]=1[CH3:11] |f:5.6.7|. Procedure details: A solution of (E)-N,N-dimethyl-3-[5-methyl-1-(triphenylmethyl)-1H-imidazol-4-yl]-2-propenamide (6.0 g) in ethanol (100 ml) was hydrogenated at room temperature and pressure over 10% palladium oxide on carbon (dry, 2.0 g, pre-reduced in ethanol (25 ml)) for 48 h. The catalyst was filtered off (Hyflo), replaced with fresh palladium oxide (2.0 g) and hydrogenation continued for 72 h. The catalyst was filtered off (Hyflo) and the filtrate evaporated in vacuo to yield a yellow oil. This was dissolved... Starting materials: O1N=C(OCC1)C(C1=C(C=O)C=CC=C1)=NOC (2-[(5,6-dihydro-[1,4,2]dioxazin-3-yl)-methoxyimino-methyl]-benzaldehyde), S(=O)(=O)([O-])[O-].[Mg+2] (magnesium sulphate), CON=C(C(C)=NN)C1=CC=CC=C1 (2-hydrazono-1-phenylpropan-1-one O-methyl oxime). The solvent is C(C)O (ethanol). Product: CON=C(C(C)=NN=CC1=C(C=CC=C1)C(=NOC)C1=NOCCO1)C1=CC=CC=C1 (2-({2-[(5,6-dihydro-[1,4,2]dioxazin-3-yl)-methoxyimino-methyl]-benzylidene}-hydrazono)-1-phenylpropan-1-one O-methyl oxime). The yield is 41.1%. Reaction SMILES: [CH3:1][O:2][N:3]=[C:4]([C:9]1[CH:14]=[CH:13][CH:12]=[CH:11][CH:10]=1)[C:5](=[N:7][NH2:8])[CH3:6].[O:15]1[CH2:20][CH2:19][O:18][C:17]([C:21](=[N:30][O:31][CH3:32])[C:22]2[CH:29]=[CH:28][CH:27]=[CH:26][C:23]=2[CH:24]=O)=[N:16]1.S([O-])([O-])(=O)=O.[Mg+2]>C(O)C>[CH3:1][O:2][N:3]=[C:4]([C:9]1[CH:14]=[CH:13][CH:12]=[CH:11][CH:10]=1)[C:5](=[N:7][N:8]=[CH:24][C:23]1[CH:26]=[CH:27][CH:28]=[CH:29][C:22]=1[C:21]([C:17]1[O:18][CH2:19][CH2:20][O:15][N:16]=1)=[N:30][O:31][CH3:32])[CH3:6] |f:2.3|. Procedure: 1 g (0.0052 mol) of 2-hydrazono-1-phenylpropan-1-one O-methyl oxime is heated under reflux at the boiling point in 5 ml of ethanol with 1.3 g (0.0052 mol) of 2-[(5,6-dihydro-[1,4,2]dioxazin-3-yl)-methoxyimino-methyl]-benzaldehyde and 5 g of anhydrous magnesium sulphate for 1 hour. The reaction mixture is poured onto water and extracted with diethyl ether, the organic phase is dried over sodium sulphate and the solvent is distilled off in vacuo. The residue is stirred with diethyl ether and the c... Reactants: BrC=1OC2=C(C1C1=CC(=CC=C1)CBr)C=C(C=C2)Cl (2-bromo-3-(3-bromomethylphenyl)-5-chlorobenzofuran), BrC=1OC2=C(C1C1=CC(=CC=C1)CBr)C=C(C=C2)Cl (2-bromo-3-(3-bromomethylphenyl)-5-chlorobenzofuran), [C-]#N.[Na+] (sodium cyanide), CC(=O)C (acetone). Run in C(C)O (ethanol). Yields the product desired product, BrC=1OC2=C(C1C1=CC(=CC=C1)CC#N)C=C(C=C2)Cl (2-bromo-5-chloro-3-(3-cyanomethylphenyl)benzofuran). RXN SMILES: [Br:1][C:2]1[O:3][C:4]2[CH:18]=[CH:17][C:16]([Cl:19])=[CH:15][C:5]=2[C:6]=1[C:7]1[CH:12]=[CH:11][CH:10]=[C:9]([CH2:13]Br)[CH:8]=1.[C-:20]#[N:21].[Na+].CC(C)=O>C(O)C>[Br:1][C:2]1[O:3][C:4]2[CH:18]=[CH:17][C:16]([Cl:19])=[CH:15][C:5]=2[C:6]=1[C:7]1[CH:12]=[CH:11][CH:10]=[C:9]([CH2:13][C:20]#[N:21])[CH:8]=1 |f:1.2|. Procedure: The product of Step D, 2-bromo-3-(3-bromomethylphenyl)-5-chlorobenzofuran is reacted with sodium cyanide by heating to reflux in a solvent mixture of acetone and ethanol. Evaporation provides the desired product, 2-bromo-5-chloro-3-(3-cyanomethylphenyl)benzofuran.